Dataset: the Open Reaction Database (ORD), a public repository of structured organic reaction records. Task: describe an organic reaction: reactants, conditions, products, and yield The reactants are Cl (HCl), C(C)OC(CC(CC1=CC=C(C=C1)NC(=O)OC(C)(C)C)=O)=O (4-(4-tert-butoxycarbonylamino-phenyl)-3-oxo-butyric acid ethyl ester), NC(=S)N (thiourea), CC(C)([O-])C.[K+] (potassium tert-butoxide). Solvent: C(CCC)O (butan-1-ol), O (H2O), C(CCC)O (butan-1-ol). Reaction conditions: temperature 50 celsius, time 20 minute. Yields the product C(C)(C)(C)OC(NC1=CC=C(C=C1)CC1=NC(=NC(=C1)O)S)=O ([4-(6-Hydroxy-2-mercapto-pyrimidin-4-ylmethyl)-phenyl]-carbamic acid tert-butyl ester). RXN SMILES: C([O:3][C:4](=O)[CH2:5][C:6](=O)[CH2:7][C:8]1[CH:13]=[CH:12][C:11]([NH:14][C:15]([O:17][C:18]([CH3:21])([CH3:20])[CH3:19])=[O:16])=[CH:10][CH:9]=1)C.[NH2:24][C:25]([NH2:27])=[S:26].CC(C)([O-])C.[K+].Cl>C(O)CCC.O>[C:18]([O:17][C:15](=[O:16])[NH:14][C:11]1[CH:12]=[CH:13][C:8]([CH2:7][C:6]2[CH:5]=[C:4]([OH:3])[N:27]=[C:25]([SH:26])[N:24]=2)=[CH:9][CH:10]=1)([CH3:21])([CH3:20])[CH3:19] |f:2.3|. Reported procedure: A mixture of 4-(4-tert-butoxycarbonylamino-phenyl)-3-oxo-butyric acid ethyl ester (10.5 g, 32.7 mmol), thiourea (2.5 g, 32.7 mmol) and potassium tert-butoxide (8.3 g, 71.9 mmol, 2.2 equiv) in butan-1-ol (30 mL) is heated to 50° C. (oil bath temperature) for 23 h, under an argon atmosphere. The resulting yellow suspension is diluted with butan-1-ol (30 mL), neutralized by addition on 1N HCl (65 mL), diluted with H2O (20 mL) and extracted with CHCl3 (2×100 mL). The organic phase is dried (Na2SO4),... Reactants: COC=1C=C(C(=O)Cl)C=C(C1)OC (3,5-dimethoxybenzoyl chloride), C(C=C)(=O)OCC (ethyl acrylate), C(C)N(C(C)C)C(C)C (N-ethyldiisopropylamine). The reagents and catalysts are [Pd](C#N)C#N (palladium(II) cyanide). Run in C(C1=CC=CC=C1)#N (benzonitrile). The product is COC=1C=C(C=CC(=O)OCC)C=C(C1)OC (ethyl 3,5-dimethoxycinnamate). Isolated yield 49.4%. RXN SMILES: [CH3:1][O:2][C:3]1[CH:4]=[C:5]([CH:9]=[C:10]([O:12][CH3:13])[CH:11]=1)[C:6](Cl)=O.[C:14]([O:18][CH2:19][CH3:20])(=[O:17])[CH:15]=C.C(N(C(C)C)C(C)C)C>C(#N)C1C=CC=CC=1.[Pd](C#N)C#N>[CH3:1][O:2][C:3]1[CH:4]=[C:5]([CH:9]=[C:10]([O:12][CH3:13])[CH:11]=1)[CH:6]=[CH:15][C:14]([O:18][CH2:19][CH3:20])=[O:17]. Reported procedure: 0.0792 g (5 millimols) of palladium(II) cyanide, 10.03 g (50 millimols) of 3,5-dimethoxybenzoyl chloride, 6.26 g (62.5 millimols) of ethyl acrylate and 6.46 g (50 millimols) of N-ethyldiisopropylamine, in 100 ml of benzonitrile, are stirred for 70 minutes at 140° C. The crude product is distilled in vacuo. Working up affords 5.83 g (49% of theory) of ethyl 3,5-dimethoxycinnamate as a colourless liquid. Starting materials: O=C1CCc2c(Cl)nc(C=Cc3ccccc3)nc2N1, C1COCCO1, O=[Os](=O)(=O)=O, O. The product is O=Cc1nc(Cl)c2c(n1)NC(=O)CC2. RXN SMILES: [Cl:1][c:2]1[c:3]2[c:4]([n:5][c:6]([CH:8]=[CH:9][c:10]3[cH:11][cH:12][cH:13][cH:14][cH:15]3)[n:7]1)[NH:16][C:17](=[O:20])[CH2:18][CH2:19]2.[O:22]1[CH2:23][CH2:24][O:25][CH2:26][CH2:27]1.[O:28]=[Os:29](=[O:30])(=[O:31])=[O:32].[OH2:21]>>[Cl:1][c:2]1[c:3]2[c:4]([n:5][c:6]([CH:8]=[O:22])[n:7]1)[NH:16][C:17](=[O:20])[CH2:18][CH2:19]2.